The task is: describe an organic reaction: reactants, conditions, products, and yield. This data is from the Open Reaction Database (ORD), a public repository of structured organic reaction records. The reactants are ClC=1C=C(C=NC1)N1CCNCCC1 (1-(5-Chloro-3-pyridyl)-homopiperazine), BrC=1C=C(C=NC1)N1CCN(CCC1)C(=O)OC(C)(C)C (1-(5-Bromo-3-pyridyl)-4-tert-butoxycarbonylhomopiperazine). Product: ClC=1C=C(C=NC1)N1CCN(CCC1)C(=O)OC(C)(C)C (1-(5-Chloro-3-pyridyl)-4-tert-butoxycarbonyl homopiperazine). Reaction SMILES: [Cl:1][C:2]1[CH:3]=[C:4]([N:8]2[CH2:14][CH2:13][CH2:12][NH:11][CH2:10][CH2:9]2)[CH:5]=[N:6][CH:7]=1.BrC1C=C(N2CCCN([C:29]([O:31][C:32]([CH3:35])([CH3:34])[CH3:33])=[O:30])CC2)C=NC=1>>[Cl:1][C:2]1[CH:3]=[C:4]([N:8]2[CH2:14][CH2:13][CH2:12][N:11]([C:29]([O:31][C:32]([CH3:35])([CH3:34])[CH3:33])=[O:30])[CH2:10][CH2:9]2)[CH:5]=[N:6][CH:7]=1. Procedure: Was prepared from 1-(5-Chloro-3-pyridyl)-homopiperazine according to 1-(5-Bromo-3-pyridyl)-4-tert-butoxycarbonylhomopiperazine. The reactants are COC(C)C(=O)O, Cl, Cl, Cl, NC1CCC(CCN2CCN(c3nccc4c3OCC4)CC2)CC1. Product: COC(C)C(=O)NC1CCC(CCN2CCN(c3nccc4c3OCC4)CC2)CC1. RXN SMILES: [CH3:28][O:29][CH:30]([C:31](=[O:32])[OH:33])[CH3:34].[ClH:1].[ClH:2].[ClH:3].[O:4]1[CH2:5][CH2:6][c:7]2[c:8]1[c:9]([N:13]1[CH2:14][CH2:15][N:16]([CH2:19][CH2:20][CH:21]3[CH2:22][CH2:23][CH:24]([NH2:27])[CH2:25][CH2:26]3)[CH2:17][CH2:18]1)[n:10][cH:11][cH:12]2>>[O:4]1[CH2:5][CH2:6][c:7]2[c:8]1[c:9]([N:13]1[CH2:14][CH2:15][N:16]([CH2:19][CH2:20][CH:21]3[CH2:22][CH2:23][CH:24]([NH:27][C:31]([CH:30]([O:29][CH3:28])[CH3:34])=[O:32])[CH2:25][CH2:26]3)[CH2:17][CH2:18]1)[n:10][cH:11][cH:12]2. Starting materials: N#Cc1ccc(Oc2ccc(Br)c(C=O)c2)nc1OCC(F)F, CC(C)(C)[Si](C)(C)OCCNc1nc(Cl)ccc1C#N, [K+], [K+], O=C([O-])[O-], CN(C)C=O. Yields the product CC(C)(C)[Si](C)(C)OCCNc1nc(Oc2ccc(Br)c(C=O)c2)ccc1C#N. RXN SMILES: [Br:21][c:22]1[c:23]([CH:42]=[O:43])[cH:24][c:25]([O:26][c:27]2[cH:28][cH:29][c:30]([C:31]#[N:32])[c:33]([O:34][CH2:35][CH:36]([F:37])[F:38])[n:39]2)[cH:40][cH:41]1.[C:1]([CH3:2])([CH3:3])([CH3:4])[Si:5]([O:6][CH2:7][CH2:8][NH:9][c:10]1[c:11]([C:12]#[N:13])[cH:14][cH:15][c:16]([Cl:18])[n:17]1)([CH3:19])[CH3:20].[K+:44].[K+:45].[O-:46][C:47]([O-:48])=[O:49].[O:50]=[CH:51][N:52]([CH3:53])[CH3:54]>>[C:1]([CH3:2])([CH3:3])([CH3:4])[Si:5]([O:6][CH2:7][CH2:8][NH:9][c:10]1[c:11]([C:12]#[N:13])[cH:14][cH:15][c:16]([O:26][c:25]2[cH:24][c:23]([CH:42]=[O:43])[c:22]([Br:21])[cH:41][cH:40]2)[n:17]1)([CH3:19])[CH3:20]. The reactants are ClC1=NC=C(C(=N1)NC1CC(NC(C1)(C)C)(C)C)F (2-chloro-5-fluoro-N-(2,2,6,6,-tetramethylpiperidin-4-yl)pyrimidin-4-amine), ClC1=NC=C(C(=N1)NC1CC(NC(C1)(C)C)(C)C)F (2-chloro-5-fluoro-N-(2,2,6,6,-tetramethylpiperidin-4-yl)pyrimidin-4-amine), C1(CC1)C1=C(C=C(C=C1)N)N1N=NN=C1 (4-cyclopropyl-3-(1H-tetrazol-1-yl)benzeneamine), S(=O)(=O)(C1=CC=C(C)C=C1)O (TosOH). The solvent is CC(C)O (iPrOH). Reaction conditions: temperature 100 celsius. The product is C1(CC1)C1=C(C=C(C=C1)NC1=NC=C(C(=N1)NC1CC(NC(C1)(C)C)(C)C)F)N1N=NN=C1 (N2-(4-cyclopropyl-3-(1H-tetrazol-1-yl)phenyl)-5-fluoro-N4(2,2,6,6-tetramethylpiperidin-4-yl)pyrimidine-2,4-diamine). Reaction SMILES: Cl[C:2]1[N:7]=[C:6]([NH:8][CH:9]2[CH2:14][C:13]([CH3:16])([CH3:15])[NH:12][C:11]([CH3:18])([CH3:17])[CH2:10]2)[C:5]([F:19])=[CH:4][N:3]=1.[CH:20]1([C:23]2[CH:28]=[CH:27][C:26]([NH2:29])=[CH:25][C:24]=2[N:30]2[CH:34]=[N:33][N:32]=[N:31]2)[CH2:22][CH2:21]1.S(O)(C1C=CC(C)=CC=1)(=O)=O>CC(O)C>[CH:20]1([C:23]2[CH:28]=[CH:27][C:26]([NH:29][C:2]3[N:7]=[C:6]([NH:8][CH:9]4[CH2:14][C:13]([CH3:16])([CH3:15])[NH:12][C:11]([CH3:18])([CH3:17])[CH2:10]4)[C:5]([F:19])=[CH:4][N:3]=3)=[CH:25][C:24]=2[N:30]2[CH:34]=[N:33][N:32]=[N:31]2)[CH2:22][CH2:21]1. Reported procedure: In a 100 mL round bottom flask to a solution of 2-chloro-5-fluoro-N-(2,2,6,6,-tetramethylpiperidin-4-yl)pyrimidin-4-amine (Compound 15; 0.18 g, 0.63 mmol) in 10 mL iPrOH, 4-cyclopropyl-3-(1H-tetrazol-1-yl)benzeneamine (0.18 g, 0.88 mmol) and TosOH (0.095 g, 0.50 mmol) were added. The reaction mixture was heated at 100° C. for 3 hours. LCMS analysis indicated the complete consumption of the mono-SNAr product and appearance of Compound III-118. The reaction mixture was then cooled to room temperat... The reactants are CC(C)(C)OC(=O)N1CCCC1C=O, [Mg+]C1CCCC1, [Cl-]. Yields the product CC(C)(C)OC(=O)N1CCCC1C(=O)C1CCCC1. RXN SMILES: [C:8](=[O:9])([O:10][C:11]([CH3:12])([CH3:13])[CH3:14])[N:15]1[CH:16]([CH:17]=[O:18])[CH2:19][CH2:20][CH2:21]1.[CH:2]1([Mg+:7])[CH2:3][CH2:4][CH2:5][CH2:6]1.[Cl-:1]>>[CH:2]1([C:17]([CH:16]2[N:15]([C:8](=[O:9])[O:10][C:11]([CH3:12])([CH3:13])[CH3:14])[CH2:21][CH2:20][CH2:19]2)=[O:18])[CH2:3][CH2:4][CH2:5][CH2:6]1. Isolated yield 32.3%. Starting materials: C(C)(C)(C)OC(=O)N[C@H]1C[C@@H](NC2=CC(=CC(=C12)Cl)Cl)C(=O)OC (Trans-4-tertiarybutyloxycarbonylamino-5,7-dichloro-2-methoxycarbonyl-1,2,3,4-tetrahydroquinoline). The solvent is C(C)OCC (diethyl ether). Procedure: To a suspension of 5,7-dichloro-4-hydroxyimino-2-methoxycarbonyl-1,2,3,4-tetrahydroquinoline (8.0 g, 27.7 mmol) in glacial acetic acid (240 ml) was added zinc dust (12.0 g, 18 mmol) and the resulting mixture was heated at 60°-65° C., under an atmosphere of nitrogen, with stirring for 4 hours. The reaction mixture was allowed to cool, then filtered and the filtrate was evaporated in vacuo. The residue was redissolved in ethyl acetate (400 ml), washed with saturated sodium bicarbonate solution (2×... The product is C(C)(C)(C)OC(=O)N[C@@H]1C[C@@H](NC2=CC(=CC(=C12)Cl)Cl)C(=O)OC (cis-4-tertiary-butyloxycarbonylamino-5,7-dichloro-2-methoxycarbonyl-1,2,3,4-tetrahydroquinoline). Reaction SMILES: [C:1]([O:5][C:6]([NH:8][C@@H:9]1[C:18]2[C:13](=[CH:14][C:15]([Cl:20])=[CH:16][C:17]=2[Cl:19])[NH:12][C@@H:11]([C:21]([O:23][CH3:24])=[O:22])[CH2:10]1)=[O:7])([CH3:4])([CH3:3])[CH3:2]>C(OCC)C>[C:1]([O:5][C:6]([NH:8][C@H:9]1[C:18]2[C:13](=[CH:14][C:15]([Cl:20])=[CH:16][C:17]=2[Cl:19])[NH:12][C@@H:11]([C:21]([O:23][CH3:24])=[O:22])[CH2:10]1)=[O:7])([CH3:4])([CH3:3])[CH3:2]. The reactants are CC(=O)OCc1ccc(C(F)(F)F)cc1[N+](=O)[O-], CO, [Na+], [Na+], [Na+], [Na+], [OH-], O=P([O-])([O-])[O-]. The product is O=[N+]([O-])c1cc(C(F)(F)F)ccc1CO. Reaction SMILES: [C:3](=[O:4])([CH3:5])[O:6][CH2:7][c:8]1[c:9]([N+:18](=[O:19])[O-:20])[cH:10][c:11]([C:14]([F:15])([F:16])[F:17])[cH:12][cH:13]1.[CH3:29][OH:30].[Na+:26].[Na+:27].[Na+:28].[Na+:2].[OH-:1].[P:21]([O-:22])([O-:23])([O-:24])=[O:25]>>[OH:6][CH2:7][c:8]1[c:9]([N+:18](=[O:19])[O-:20])[cH:10][c:11]([C:14]([F:15])([F:16])[F:17])[cH:12][cH:13]1. Starting materials: O=C1C(C(C(C1)(C)C)C=CC(=CC=O)C)C (5-(3-oxo-2,5,5-trimethyl-cyclopent-1-yl)-3-methyl-penta-2,4-dien-1-al), C1(=CC=C(C=C1)S(=O)(=O)O)C (p-toluenesulfonic acid), ClC=1C(C(=C(C(C1Cl)=O)C#N)C#N)=O (2,3-dichloro-5,6-dicyano-1,4-benzoquinone). Solvent: C1(=CC=CC=C1)C (toluene). Run at time 5 hour. Product: O=C1C(=C(C(C1)(C)C)C=CC(=CC=O)C)C (5-(3-oxo-2,5,5-trimethyl-cyclopent-1-en-1-yl)-3-methyl-penta-2,4-dien-1-al). As a reaction SMILES: [O:1]=[C:2]1[CH2:6][C:5]([CH3:8])([CH3:7])[CH:4]([CH:9]=[CH:10][C:11]([CH3:15])=[CH:12][CH:13]=[O:14])[CH:3]1[CH3:16].C1(C)C=CC(S(O)(=O)=O)=CC=1.ClC1C(=O)C(C#N)=C(C#N)C(=O)C=1Cl>C1(C)C=CC=CC=1>[O:1]=[C:2]1[CH2:6][C:5]([CH3:7])([CH3:8])[C:4]([CH:9]=[CH:10][C:11]([CH3:15])=[CH:12][CH:13]=[O:14])=[C:3]1[CH3:16]. Procedure details: 2 g. of the 5-(3-oxo-2,5,5-trimethyl-cyclopent-1-yl)-3-methyl-penta-2,4-dien-1-al, 50 mg. of p-toluenesulfonic acid, 2.5 g. of 2,3-dichloro-5,6-dicyano-1,4-benzoquinone and 40 ml. of toluene was heated to boiling for 5 hours under reflux conditions. After cooling, the mixture is filtered. After evaporation of the filtrate, there is obtained 5-(3-oxo-2,5,5-trimethyl-cyclopent-1-en-1-yl)-3-methyl-penta-2,4-dien-1-al which, after purification by adsorption on silica gel, has a melting point of 91°-...